Dataset: the Open Reaction Database (ORD), a public repository of structured organic reaction records. Task: describe an organic reaction: reactants, conditions, products, and yield Starting materials: FC(C(=O)O)(F)F (trifluoroacetic acid), C(C1=CC=CC=C1)OC=1C=C2C(=CNC2=CC1)C=1CCN(CC1)C (5-benzyloxy-3-(1-methyl-1,2,3,6-tetrahydropyridin-4-yl)-1H-indole), C(C)[SiH](CC)CC (triethylsilane). Solvent: C(Cl)Cl (methylene chloride). Product: C(C1=CC=CC=C1)OC=1C=C2C(=CNC2=CC1)C1CCN(CC1)C (5-Benzyloxy-3-(1-methylpiperidin-4-yl)-1H-indole). The yield is 93.6%. Reaction SMILES: FC(F)(F)C(O)=O.[CH2:8]([O:15][C:16]1[CH:17]=[C:18]2[C:22](=[CH:23][CH:24]=1)[NH:21][CH:20]=[C:19]2[C:25]1[CH2:26][CH2:27][N:28]([CH3:31])[CH2:29][CH:30]=1)[C:9]1[CH:14]=[CH:13][CH:12]=[CH:11][CH:10]=1.C([SiH](CC)CC)C>C(Cl)Cl>[CH2:8]([O:15][C:16]1[CH:17]=[C:18]2[C:22](=[CH:23][CH:24]=1)[NH:21][CH:20]=[C:19]2[CH:25]1[CH2:26][CH2:27][N:28]([CH3:31])[CH2:29][CH2:30]1)[C:9]1[CH:14]=[CH:13][CH:12]=[CH:11][CH:10]=1. Procedure details: By a method similar to Preparation 20, using trifluoroacetic acid (1.6 mL), 5-benzyloxy-3-(1-methyl-1,2,3,6-tetrahydropyridin-4-yl)-1H-indole (222 mg, 0.7 mmol), methylene chloride (3 mL) and triethylsilane (111 μL, 0.7 mmol) gave the tile compound as a yellow foam (210 mg) which was crystallized from ethyl acetate to give 160 mg of pale yellow crystals: mp=163-164° C.; MS(m/e): 321 (M+1), 379 (M+59); Calculated for C21H24N2O: Calcd: C, 78.72; H, 7.55; N, 8.74. Found: C, 78.63; H, 7.64; N, 8.78. Starting materials: ClC1=NC=NC(=C1)Cl (4,6-dichloropyrimidine), C[C@@H]1N[C@@H](CCC1)C (cis-2,6-dimethylpiperidine). Run at time 10 hour. Product: ClC1=NC=NC(=C1)N1[C@H](CCC[C@H]1C)C (4-chloro-6-(cis-2,6-dimethylpiperidino)pyrimidine). Isolated yield 27.7%. As a reaction SMILES: Cl[C:2]1[CH:7]=[C:6]([Cl:8])[N:5]=[CH:4][N:3]=1.[CH3:9][C@H:10]1[CH2:15][CH2:14][CH2:13][C@@H:12]([CH3:16])[NH:11]1>>[Cl:8][C:6]1[CH:7]=[C:2]([N:11]2[C@H:12]([CH3:16])[CH2:13][CH2:14][CH2:15][C@@H:10]2[CH3:9])[N:3]=[CH:4][N:5]=1. Procedure: 0.5 g of 4,6-dichloropyrimidine and 0.76 g of cis-2,6-dimethylpiperidine were mixed and stirred for 10 hours at 90%. The reaction mixture was subjected to silica gel column chromatography to obtain 0.21 g of 4-chloro-6-(cis-2,6-dimethylpiperidino)pyrimidine.